Dataset: the Open Reaction Database (ORD), a public repository of structured organic reaction records. Task: describe an organic reaction: reactants, conditions, products, and yield The reactants are C[C@]1(C=2C=CC=C(C2C(=O)C3=C([C@]4([C@@H](C[C@@H]31)[C@@H](C(=C(C4=O)C(=O)N)O)N(C)C)O)O)O)O (tetracycline), CC1([C@@H](N2[C@H](S1)[C@@H](C2=O)NC(=O)[C@@H](C=3C=CC=CC3)N)C(=O)O)C (ampicillin). The product is O=C[C@H](O)[C@H](O)[C@@H](O)[C@@H](O)C (L-Rhamnose). As a reaction SMILES: C[C@]1(O)[C@@H]2C(=[C:12]([OH:30])[C@:13]3([OH:29])[C:20](=[O:21])[C:19](C(N)=O)=[C:18]([OH:25])[C@@H:17](N(C)C)[C@@H]3C2)C(=O)C2C(O)=CC=CC1=2.CC1(C)S[C@@H]2[C@H](NC([C@H](N)C3C=CC=CC=3)=O)C(=[O:41])N2[C@H]1C(O)=O>>[O:30]=[CH:12][C@@H:13]([C@@H:20]([C@H:19]([C@H:18]([CH3:17])[OH:25])[OH:41])[OH:21])[OH:29]. Procedure details: The plasmid pBRsacH3 (Example 1) was used for cloning the rMET1 antibody (Example 9). In this case, the kappa and heavy chains were engineered with human ceruloplasmin and human neutrophil defensin signal sequences, respectively (Example 9). This plasmid was electroporated into E. coli strain DH10B rha+ to generate clone rMET1.LS.1, which was cultured under 10 μg/mL tetracycline selection. The plasmid was also electroporated into E. coli strain ECL339 rha− to generate clone rMET1.ECL.1 which was... Reactants: COc1cc(NC(=O)CC#N)c(Cl)cc1Cl, CCOC(OCC)OCC, CC(C)O, COc1cc(N)ccc1Br. Yields the product COc1cc(NC(=O)C(C#N)=CNc2ccc(Br)c(OC)c2)c(Cl)cc1Cl. As a reaction SMILES: [C:1](#[N:2])[CH2:3][C:4](=[O:5])[NH:6][c:7]1[c:8]([Cl:16])[cH:9][c:10]([Cl:15])[c:11]([O:13][CH3:14])[cH:12]1.[CH2:27]([O:28][CH:29]([O:30][CH2:31][CH3:32])[O:33][CH2:34][CH3:35])[CH3:36].[CH:37]([OH:38])([CH3:39])[CH3:40].[NH2:17][c:18]1[cH:19][cH:20][c:21]([Br:26])[c:22]([O:24][CH3:25])[cH:23]1>>[C:1](#[N:2])[C:3]([C:4](=[O:5])[NH:6][c:7]1[c:8]([Cl:16])[cH:9][c:10]([Cl:15])[c:11]([O:13][CH3:14])[cH:12]1)=[CH:27][NH:17][c:18]1[cH:19][cH:20][c:21]([Br:26])[c:22]([O:24][CH3:25])[cH:23]1. The reactants are Cl, CC(=O)Nc1cccc(-c2ccc(C(O)(c3cn(C(c4ccccc4)(c4ccccc4)c4ccccc4)cn3)C(C)C)cc2)c1, c1ccncc1. The product is CC(=O)Nc1cccc(-c2ccc(C(O)(c3c[nH]cn3)C(C)C)cc2)c1. As a reaction SMILES: [ClH:46].[OH:1][C:2]([CH:3]([CH3:4])[CH3:5])([c:6]1[n:7][cH:8][n:9]([C:11]([c:12]2[cH:13][cH:14][cH:15][cH:16][cH:17]2)([c:18]2[cH:19][cH:20][cH:21][cH:22][cH:23]2)[c:24]2[cH:25][cH:26][cH:27][cH:28][cH:29]2)[cH:10]1)[c:30]1[cH:31][cH:32][c:33](-[c:36]2[cH:37][c:38]([NH:42][C:43]([CH3:44])=[O:45])[cH:39][cH:40][cH:41]2)[cH:34][cH:35]1.[n:47]1[cH:48][cH:49][cH:50][cH:51][cH:52]1>>[OH:1][C:2]([CH:3]([CH3:4])[CH3:5])([c:6]1[n:7][cH:8][nH:9][cH:10]1)[c:30]1[cH:31][cH:32][c:33](-[c:36]2[cH:37][c:38]([NH:42][C:43]([CH3:44])=[O:45])[cH:39][cH:40][cH:41]2)[cH:34][cH:35]1. Starting materials: Cc1ccccc1, Cc1cccc([N+](=O)[O-])c1[N+](=O)[O-], O=[N+]([O-])O. The product is Cc1ccccc1[N+](=O)[O-]. RXN SMILES: [CH3:18][c:19]1[cH:20][cH:21][cH:22][cH:23][cH:24]1.[N+:5]([O-:6])(=[O:7])[c:8]1[c:9]([N+:15](=[O:16])[O-:17])[c:10]([CH3:14])[cH:11][cH:12][cH:13]1.[OH:1][N+:2](=[O:3])[O-:4]>>[cH:8]1[c:9]([N+:15](=[O:16])[O-:17])[c:10]([CH3:14])[cH:11][cH:12][cH:13]1.